This data is from the Open Reaction Database (ORD), a public repository of structured organic reaction records. The task is: describe an organic reaction: reactants, conditions, products, and yield Starting materials: NC1=C(C=CC=C1)C(C1=CC=CC=C1)NC1CCN(CC1)CC1=CC=CC=C1 (α-(2-aminophenyl)-N-(1-benzylpiperidin-4-yl)benzylamine), C(=O)(N1C=NC=C1)N1C=NC=C1 (1,1'-carbonyldiimidazole). The solvent is O1CCCC1 (tetrahydrofuran). Product: C(C1=CC=CC=C1)N1CCC(CC1)N1C(NC2=CC=CC=C2C1C1=CC=CC=C1)=O (3-(1-benzylpiperidin-4-yl)-4-phenyl-3,4-dihydro-2(1H)-quinazolinone). Isolated yield 81.0%. Reaction SMILES: [NH2:1][C:2]1[CH:7]=[CH:6][CH:5]=[CH:4][C:3]=1[CH:8]([NH:15][CH:16]1[CH2:21][CH2:20][N:19]([CH2:22][C:23]2[CH:28]=[CH:27][CH:26]=[CH:25][CH:24]=2)[CH2:18][CH2:17]1)[C:9]1[CH:14]=[CH:13][CH:12]=[CH:11][CH:10]=1.[C:29](N1C=CN=C1)(N1C=CN=C1)=[O:30]>O1CCCC1>[CH2:22]([N:19]1[CH2:18][CH2:17][CH:16]([N:15]2[CH:8]([C:9]3[CH:10]=[CH:11][CH:12]=[CH:13][CH:14]=3)[C:3]3[C:2](=[CH:7][CH:6]=[CH:5][CH:4]=3)[NH:1][C:29]2=[O:30])[CH2:21][CH2:20]1)[C:23]1[CH:24]=[CH:25][CH:26]=[CH:27][CH:28]=1. Procedure: To a solution of 27.6 g (74.4 mmol) of α-(2-aminophenyl)-N-(1-benzylpiperidin-4-yl)benzylamine in 300 mL of tetrahydrofuran was added 12.1 g (74.5 mmol) of 1,1'-carbonyldiimidazole, and the mixture was heated under reflux for 8 hours. After allowing to cool, the reaction mixture was concentrated in vacuo. The residue was purified by means of column chromatography (silica gel, 1:9 methanol:chloroform). The resulting crude crystals were recrystallized from ethanol to give 24.0 g (60.3 mmol) of the... The reactants are CCN=C=NCCCN(C)C, CS(=O)(=O)c1ccc(Oc2ccc3[nH]c(C4=NCC(CC(=O)O)S4)cc3c2)cn1, COCCN, CN(C)C=O, Cl, O, O, On1nnc2ccccc21. The product is COCCNC(=O)CC1CN=C(c2cc3cc(Oc4ccc(S(C)(=O)=O)nc4)ccc3[nH]2)S1. RXN SMILES: [CH2:42]([N:43]=[C:44]=[N:45][CH2:46][CH2:47][CH2:48][N:49]([CH3:50])[CH3:51])[CH3:52].[CH3:1][S:2](=[O:3])(=[O:4])[c:5]1[cH:6][cH:7][c:8]([O:11][c:12]2[cH:13][c:14]3[cH:15][c:16]([C:21]4=[N:25][CH2:24][CH:23]([CH2:26][C:27](=[O:28])[OH:29])[S:22]4)[nH:17][c:18]3[cH:19][cH:20]2)[cH:9][n:10]1.[CH3:53][O:54][CH2:55][CH2:56][NH2:57].[CH3:58][N:59]([CH3:60])[CH:61]=[O:62].[ClH:41].[OH2:30].[OH2:63].[OH:31][n:32]1[c:33]2[cH:34][cH:35][cH:36][cH:37][c:38]2[n:39][n:40]1>>[CH3:1][S:2](=[O:3])(=[O:4])[c:5]1[cH:6][cH:7][c:8]([O:11][c:12]2[cH:13][c:14]3[cH:15][c:16]([C:21]4=[N:25][CH2:24][CH:23]([CH2:26][C:27](=[O:29])[NH:57][CH2:56][CH2:55][O:54][CH3:53])[S:22]4)[nH:17][c:18]3[cH:19][cH:20]2)[cH:9][n:10]1. Reactants: BrN1C(CCC1=O)=O (N-Bromosuccinimide), BrC=1C(=NC=C(C1)C)F (3-bromo-2-fluoro-5-methylpyridine). Reagents/catalysts: C(C1=CC=CC=C1)(=O)OOC(C1=CC=CC=C1)=O (benzoyl peroxide). Run in C(Cl)(Cl)(Cl)Cl (CCl4). Product: BrC=1C(=NC=C(C1)CBr)F (3-bromo-5-(bromomethyl)-2-fluoropyridine). Isolated yield 22.3%. As a reaction SMILES: [Br:1]N1C(=O)CCC1=O.[Br:9][C:10]1[C:11]([F:17])=[N:12][CH:13]=[C:14]([CH3:16])[CH:15]=1>C(Cl)(Cl)(Cl)Cl.C(OOC(=O)C1C=CC=CC=1)(=O)C1C=CC=CC=1>[Br:9][C:10]1[C:11]([F:17])=[N:12][CH:13]=[C:14]([CH2:16][Br:1])[CH:15]=1. Procedure details: N-Bromosuccinimide (4.732 g, 26.59 mmol) and benzoyl peroxide (0.1356 g, 0.5598 mmol) were added to a solution of 3-bromo-2-fluoro-5-methylpyridine (Matrix Innovation Inc., Montreal, Quebec, Canada 5.318 g, 27.99 mmol) in CCl4 (50 mL), and the mixture was heated at gentle reflux under a N2 atmosphere for 16 h. The mixture was filtered, washing with CCl4, and the residue concentrated and purified by flash chromatography on silica (1% to 1.5% EtOAc/hexane) to give 3-bromo-5-(bromomethyl)-2-fluorop... Starting materials: CN1C=CC2=CC=CC(=C12)CC(=O)N (2-(1-methyl-1H-indol-7-yl)-acetamide), COC(C(=O)C1=CNC2=CC(=CC=C12)C#N)=O ((6-cyano-1H-indol-3-yl)-oxo-acetic acid methyl ester), solution, CC(C)([O-])C.[K+] (potassium-tert-butoxide), C1CCOC1 (THF). Solvent: CN(C)C=O (DMF). Conditions: temperature 70 celsius. Product: C(#N)C1=CC=C2C(=CNC2=C1)C=1C(NC(C1C=1C=CC=C2C=CN(C12)C)=O)=O (3-(6-Cyano-1H-indol-3-yl)-4-(1-methyl-1H-indol-7-yl)-pyrrole-2,5-dione). RXN SMILES: [CH3:1][N:2]1[C:10]2[C:5](=[CH:6][CH:7]=[CH:8][C:9]=2[CH2:11][C:12]([NH2:14])=[O:13])[CH:4]=[CH:3]1.C[O:16][C:17](=O)[C:18]([C:20]1[C:28]2[C:23](=[CH:24][C:25]([C:29]#[N:30])=[CH:26][CH:27]=2)[NH:22][CH:21]=1)=O.CC(C)([O-])C.[K+].C1COCC1>CN(C=O)C>[C:29]([C:25]1[CH:24]=[C:23]2[C:28]([C:20]([C:18]3[C:17](=[O:16])[NH:14][C:12](=[O:13])[C:11]=3[C:9]3[CH:8]=[CH:7][CH:6]=[C:5]4[C:10]=3[N:2]([CH3:1])[CH:3]=[CH:4]4)=[CH:21][NH:22]2)=[CH:27][CH:26]=1)#[N:30] |f:2.3|. Reported procedure: To a solution of 2-(1-methyl-1H-indol-7-yl)-acetamide (0.410 g, 2.18 mmol) and (6-cyano-1H-indol-3-yl)-oxo-acetic acid methyl ester (0.480 g, 2.10 mmol) in DMF (30 mL) under N2 was added a 1.0 M solution of potassium-tert-butoxide in THF (7.6 mL, 7.6 mmol) dropwise over 5 minutes. The mixture was heated at 70° C. for 17 h. The mixture was cooled to room temperature, quenched with 1N HCl (excess) and poured into EtOAc. The organic layer was separated, washed with water (3×), saturated aq NaHCO3, ... The reactants are COC(=O)c1ccc(C(=O)OC)cc1, COCCOC, CC(C)=O, Cc1ccccc1, Cl, [H-], [Na+], O, Cc1ccccc1. The product is COC(=O)c1ccc(C(=O)CC(C)=O)cc1. Reaction SMILES: [C:1]([c:2]1[cH:3][cH:4][c:5]([C:6](=[O:7])[O:8][CH3:9])[cH:10][cH:11]1)([O:13][CH3:12])=[O:14].[CH2:22]([CH2:23][O:24][CH3:25])[O:26][CH3:27].[CH3:15][C:16]([CH3:17])=[O:18].[CH3:35][c:36]1[cH:37][cH:38][cH:39][cH:40][cH:41]1.[ClH:21].[H-:20].[Na+:19].[OH2:42].[c:28]1([CH3:29])[cH:30][cH:31][cH:32][cH:33][cH:34]1>>[C:1]([c:2]1[cH:3][cH:4][c:5]([C:6](=[O:7])[O:8][CH3:9])[cH:10][cH:11]1)(=[O:13])[CH2:15][C:16]([CH3:17])=[O:18]. The reactants are COC(=O)Cl, CCN(C(C)C)C(C)C, ClCCl, COC(=O)C1CCNC(Cc2ccc(F)cc2)C1. RXN SMILES: [C:28]([O:29][CH3:30])(=[O:31])[Cl:32].[CH:19]([N:20]([CH2:21][CH3:22])[CH:23]([CH3:24])[CH3:25])([CH3:26])[CH3:27].[Cl:33][CH2:34][Cl:35].[F:1][c:2]1[cH:3][cH:4][c:5]([CH2:6][CH:7]2[NH:8][CH2:9][CH2:10][CH:11]([C:13](=[O:14])[O:15][CH3:16])[CH2:12]2)[cH:17][cH:18]1>>[F:1][c:2]1[cH:3][cH:4][c:5]([CH2:6][CH:7]2[N:8]([C:28]([O:29][CH3:30])=[O:31])[CH2:9][CH2:10][CH:11]([C:13](=[O:14])[O:15][CH3:16])[CH2:12]2)[cH:17][cH:18]1. Yields the product COC(=O)C1CCN(C(=O)OC)C(Cc2ccc(F)cc2)C1. The reactants are Cc1noc(C)c1C(=O)NCC1CC2CC2N1, Cc1cccc(-c2sc(N)nc2C(=O)O)c1. Yields the product Cc1cccc(-c2sc(N)nc2C(=O)N2C(CNC(=O)c3c(C)noc3C)CC3CC32)c1. Reaction SMILES: [CH:1]12[NH:2][CH:3]([CH2:7][NH:8][C:9](=[O:10])[c:11]3[c:12]([CH3:17])[n:13][o:14][c:15]3[CH3:16])[CH2:4][CH:5]1[CH2:6]2.[NH2:18][c:19]1[s:20][c:21](-[c:27]2[cH:28][c:29]([CH3:33])[cH:30][cH:31][cH:32]2)[c:22]([C:24](=[O:25])[OH:26])[n:23]1>>[CH:1]12[N:2]([C:24]([c:22]3[c:21](-[c:27]4[cH:28][c:29]([CH3:33])[cH:30][cH:31][cH:32]4)[s:20][c:19]([NH2:18])[n:23]3)=[O:25])[CH:3]([CH2:7][NH:8][C:9](=[O:10])[c:11]3[c:12]([CH3:17])[n:13][o:14][c:15]3[CH3:16])[CH2:4][CH:5]1[CH2:6]2. Reactants: CN1CCC2=C(CC1)C=C(C=C2SC2=CC=CC=C2)[N+](=O)[O-] (3-methyl-8-nitro-6-phenylthio-2,3,4,5-tetrahydro-1H-3-benzazepine), cuprous sulfate sulfuric acid, S(=O)([O-])S(=O)[O-].[Na+].[Na+] (sodium hydrosulfite), 8-amino. Yields the product OC=1C=C(C2=C(CCN(CC2)C)C1)SC1=CC=CC=C1 (8-hydroxy-3-methyl-6-phenylthio-2,3,4,5-tetrahydro-1H-3-benzazepine). As a reaction SMILES: [CH3:1][N:2]1[CH2:8][CH2:7][C:6]2[CH:9]=[C:10]([N+]([O-])=O)[CH:11]=[C:12]([S:13][C:14]3[CH:19]=[CH:18][CH:17]=[CH:16][CH:15]=3)[C:5]=2[CH2:4][CH2:3]1.S(S([O-])=O)([O-])=[O:24].[Na+].[Na+]>>[OH:24][C:10]1[CH:11]=[C:12]([S:13][C:14]2[CH:19]=[CH:18][CH:17]=[CH:16][CH:15]=2)[C:5]2[CH2:4][CH2:3][N:2]([CH3:1])[CH2:8][CH2:7][C:6]=2[CH:9]=1 |f:1.2.3|. Procedure: Following the procedures outlined in Examples 9 and 10, the 3-methyl-8-nitro-6-phenylthio-2,3,4,5-tetrahydro-1H-3-benzazepine is reduced with sodium hydrosulfite and the corresponding 8-amino derivative is diazotized and then heated with cuprous sulfate/sulfuric acid to yield 8-hydroxy-3-methyl-6-phenylthio-2,3,4,5-tetrahydro-1H-3-benzazepine. Starting materials: CC(=O)OI1(C=2C=CC=CC2C(=O)O1)(OC(=O)C)OC(=O)C (Dess-Martin periodinane), C(C)(C)(C)O (t-butanol), [OH-].[Na+] (NaOH), FC1=CC=C(C=C1)C1=C(C(=NC(=C1)C1=CC=CC=C1)C)CO (4-(4-fluorophenyl)-2-methyl-6-phenyl-3-pyridinemethanol). Solvent: C(Cl)Cl (CH2Cl2), CCCCCC.CCOC(=O)C (hexane EtOAc), CCOCC (Et2O), C(Cl)Cl (CH2Cl2), CC#N (CH3CN). Reaction conditions: time 15 minute. Product: FC1=CC=C(C=C1)C1=C(C(=NC(=C1)C1=CC=CC=C1)C)C=O (4-(4-fluorophenyl)-2-methyl-6-phenyl-3-pyridinecarboxaldehyde), solid. The yield is 83.0%. Reaction SMILES: CC(OI1(OC(C)=O)(OC(C)=O)OC(=O)C2C=CC=CC1=2)=O.C(O)(C)(C)C.[F:28][C:29]1[CH:34]=[CH:33][C:32]([C:35]2[CH:40]=[C:39]([C:41]3[CH:46]=[CH:45][CH:44]=[CH:43][CH:42]=3)[N:38]=[C:37]([CH3:47])[C:36]=2[CH2:48][OH:49])=[CH:31][CH:30]=1.[OH-].[Na+]>C(Cl)Cl.CC#N.CCOCC.CCCCCC.CCOC(C)=O>[F:28][C:29]1[CH:34]=[CH:33][C:32]([C:35]2[CH:40]=[C:39]([C:41]3[CH:46]=[CH:45][CH:44]=[CH:43][CH:42]=3)[N:38]=[C:37]([CH3:47])[C:36]=2[CH:48]=[O:49])=[CH:31][CH:30]=1 |f:3.4,8.9|. Reported procedure: A solution of Dess-Martin periodinane (1.04 gm, 2.45 mmol) in dry CH2Cl2 (12 ml) was treated with t-butanol (182 mg, 2.46 mmol) and stirred at room temperature for 15 minutes. A slurry of 4-(4-fluorophenyl)-2-methyl-6-phenyl-3-pyridinemethanol (555 mg, 1.89 mmol) in CH2Cl2 (10 ml) and CH3CN (2 ml) was then added and stirring was continued for 25 minutes. The mixture was diluted with Et2O (50 ml) and poured into 1N NaOH (25 ml) and stirred for 5 minutes. The phases were separated and the organic ...